Dataset: the Open Reaction Database (ORD), a public repository of structured organic reaction records. Task: describe an organic reaction: reactants, conditions, products, and yield Starting materials: Cl.CC1=C(C(=O)NC=2SC(=C(N2)C(=O)OC)C2=CC(=CC=C2)C(F)(F)F)C=CN=C1 (Methyl 2-(3-methylisonicotinamido)-5-(3-(trifluoromethyl)phenyl)thiazole-4-carboxylate hydrochloride), FC1=C(C(=O)NC=2SC(=C(N2)C(=O)O)C2=CC(=CC=C2)C(F)(F)F)C(=CC=C1)F (2-(2,6-difluorobenzamido)-5-(3-(trifluoromethyl)phenyl)thiazole-4-carboxylic acid). Yields the product CC1=C(C(=O)NC=2SC(=C(N2)C(=O)O)C2=CC(=CC=C2)C(F)(F)F)C=CN=C1 (2-(3-Methylisonicotinamido)-5-(3-(trifluoromethyl)phenyl)thiazole-4-carboxylic acid). As a reaction SMILES: Cl.[CH3:2][C:3]1[CH:30]=[N:29][CH:28]=[CH:27][C:4]=1[C:5]([NH:7][C:8]1[S:9][C:10]([C:17]2[CH:22]=[CH:21][CH:20]=[C:19]([C:23]([F:26])([F:25])[F:24])[CH:18]=2)=[C:11]([C:13]([O:15]C)=[O:14])[N:12]=1)=[O:6].FC1C=CC=C(F)C=1C(NC1SC(C2C=CC=C(C(F)(F)F)C=2)=C(C(O)=O)N=1)=O>>[CH3:2][C:3]1[CH:30]=[N:29][CH:28]=[CH:27][C:4]=1[C:5]([NH:7][C:8]1[S:9][C:10]([C:17]2[CH:22]=[CH:21][CH:20]=[C:19]([C:23]([F:26])([F:25])[F:24])[CH:18]=2)=[C:11]([C:13]([OH:15])=[O:14])[N:12]=1)=[O:6] |f:0.1|. Procedure details: Compound 112 was prepared from Compound 111 by hydrolysis similarly as described for the preparation of Compound 66. Starting materials: O(C1=CC=CC=C1)C1=CC=C(C=C1)O (p-phenoxyphenol), BrC(C(=O)OC)C1=CC=C(C=C1)OCC(C)OC1=CC=C(C=C1)F (methyl bromo{p-[2-(p-fluorophenoxy)propoxy]phenyl}acetate), methanol-benzene. The product is O(C1=CC=CC=C1)C1=CC=C(OC(C(=O)OC)C2=CC=C(C=C2)OCC(C)OC2=CC=C(C=C2)F)C=C1 (Methyl (p-Phenoxyphenoxy){p-[2-(p-fluorophenoxy)propoxy]phenyl}acetate). RXN SMILES: [O:1]([C:8]1[CH:13]=[CH:12][C:11]([OH:14])=[CH:10][CH:9]=1)[C:2]1[CH:7]=[CH:6][CH:5]=[CH:4][CH:3]=1.Br[CH:16]([C:21]1[CH:26]=[CH:25][C:24]([O:27][CH2:28][CH:29]([O:31][C:32]2[CH:37]=[CH:36][C:35]([F:38])=[CH:34][CH:33]=2)[CH3:30])=[CH:23][CH:22]=1)[C:17]([O:19][CH3:20])=[O:18]>>[O:1]([C:8]1[CH:9]=[CH:10][C:11]([O:14][CH:16]([C:21]2[CH:22]=[CH:23][C:24]([O:27][CH2:28][CH:29]([O:31][C:32]3[CH:37]=[CH:36][C:35]([F:38])=[CH:34][CH:33]=3)[CH3:30])=[CH:25][CH:26]=2)[C:17]([O:19][CH3:20])=[O:18])=[CH:12][CH:13]=1)[C:2]1[CH:7]=[CH:6][CH:5]=[CH:4][CH:3]=1. Procedure details: As described in Example 35, 4.66 g of p-phenoxyphenol is reacted with methyl bromo{p-[2-(p-fluorophenoxy)propoxy]phenyl}acetate (0.02 mole) in refluxing methanol-benzene for 24 hrs to give the product as a viscous oil. Reactants: CC(C)(C)OC([C@@H](CCO[Si](C)(C)C(C)(C)C)N[C@@H](CC(C)C)C(=O)NCC1=CC=CC=C1)=O (2-(R)-[[3-methyl-1-(S)-[(benzylamino)carbonyl]butyl]amino]-4-[((1,1-dimethylethyl)dimethylsilyl)oxy]-butanoic acid-1,1-dimethylethyl ester). Run in C(C)(=O)O (acetic acid). Product: CC(C)(C)OC([C@@H](CCO)N[C@@H](CC(C)C)C(=O)NCC1=CC=CC=C1)=O (2-(R)-[[3-methyl-1-(S)-[(benzylamino)carbonyl]butyl]amino]-4-(hydroxy)-butanoic acid-1,1-dimethylethyl ester). Reaction SMILES: [CH3:1][C:2]([O:5][C:6](=[O:34])[C@H:7]([NH:18][C@H:19]([C:24]([NH:26][CH2:27][C:28]1[CH:33]=[CH:32][CH:31]=[CH:30][CH:29]=1)=[O:25])[CH2:20][CH:21]([CH3:23])[CH3:22])[CH2:8][CH2:9][O:10][Si](C(C)(C)C)(C)C)([CH3:4])[CH3:3]>C(O)(=O)C>[CH3:1][C:2]([O:5][C:6](=[O:34])[C@H:7]([NH:18][C@H:19]([C:24]([NH:26][CH2:27][C:28]1[CH:29]=[CH:30][CH:31]=[CH:32][CH:33]=1)=[O:25])[CH2:20][CH:21]([CH3:23])[CH3:22])[CH2:8][CH2:9][OH:10])([CH3:4])[CH3:3]. Procedure details: 8.8 g of 2-(R)-[[3-methyl-1-(S)-[(benzylamino)carbonyl]butyl]amino]-4-[((1,1-dimethylethyl)dimethylsilyl)oxy]-butanoic acid-1,1-dimethylethyl ester, prepared as in Example M, in 300 mL acetic acid was stirred for 24 h at 45° C. and the solvent was removed by evaporation. The residue was dissolved in 300 mL ethyl acetate, washed with 3×100 mL sodium bicarbonate, dried (MgSO4), filtered, and the solvents were removed by evaporation. The residue was purified by silica chromatography using methylene...